From a dataset of the Open Reaction Database (ORD), a public repository of structured organic reaction records. describe an organic reaction: reactants, conditions, products, and yield Starting materials: BrC1=C(C#N)C=CC(=C1)F (2-bromo-4-fluorobenzonitrile), NC[C@H](COC)NC(OC(C)(C)C)=O ((R)-tert-butyl 1-amino-3-methoxypropan-2-ylcarbamate), CCN(C(C)C)C(C)C (DIPEA). Run in CS(=O)C (DMSO), CCOC(=O)C (EtOAc). Conditions: temperature 100 celsius. The product is BrC=1C=C(C=CC1C#N)NC[C@H](COC)NC(OC(C)(C)C)=O ((R)-tert-butyl 1-(3-bromo-4-cyanophenylamino)-3-methoxypropan-2-ylcarbamate). The yield is 78.1%. As a reaction SMILES: [Br:1][C:2]1[CH:9]=[C:8](F)[CH:7]=[CH:6][C:3]=1[C:4]#[N:5].[NH2:11][CH2:12][C@@H:13]([NH:17][C:18](=[O:24])[O:19][C:20]([CH3:23])([CH3:22])[CH3:21])[CH2:14][O:15][CH3:16].CCN(C(C)C)C(C)C>CS(C)=O.CCOC(C)=O>[Br:1][C:2]1[CH:9]=[C:8]([NH:11][CH2:12][C@@H:13]([NH:17][C:18](=[O:24])[O:19][C:20]([CH3:22])([CH3:21])[CH3:23])[CH2:14][O:15][CH3:16])[CH:7]=[CH:6][C:3]=1[C:4]#[N:5]. Procedure: To a solution of 2-bromo-4-fluorobenzonitrile (0.2 g, 1 mmol) in DMSO (3 mL) was added (R)-tert-butyl 1-amino-3-methoxypropan-2-ylcarbamate (0.22 g, 1.08 mmol) and DIPEA (0.267 mL, 1.5 mmol). The mixture was heated at 100° C. for 15 h, and was diluted with EtOAc and washed with 1N HCl and Sat. NaHCO3. The organic phase was separated, dried over Na2SO4, concentrated in vacuo to give (R)-tert-butyl 1-(3-bromo-4-cyanophenylamino)-3-methoxypropan-2-ylcarbamate (0.3 g). The product is C(#N)CC(=O)OCC(CCCC)CC (2-Ethylhexyl cyanoacetate). Reaction SMILES: [C:1]([CH2:3][C:4]([OH:6])=[O:5])#[N:2].[CH2:7]([CH:9]([CH2:12][CH2:13][CH2:14][CH3:15])[CH2:10]O)[CH3:8].O.C1(C)C=CC(S(O)(=O)=O)=CC=1>O>[C:1]([CH2:3][C:4]([O:6][CH2:10][CH:9]([CH2:7][CH3:8])[CH2:12][CH2:13][CH2:14][CH3:15])=[O:5])#[N:2] |f:2.3|. Reactants: four, C(#N)CC(=O)O (cyanoacetic acid), C(C)C(CO)CCCC (2-ethylhexanol), O.C1(=CC=C(C=C1)S(=O)(=O)O)C (p-toluenesulfonic acid monohydrate). The yield is 92.0%. Solvent: O (water), O (water), O (water). Conditions: temperature 110 celsius, time 1 hour. Procedure details: To a 1000 ml four neck flask fitted with mechanical agitator, thermometer, Dean and Stark apparatus and water condenser, add 237.5 g (2.23 mol on pure substance) 80 wt.-% cyanoacetic acid in water, 440 g (3.38 mol) 2-ethylhexanol and 1.2 g (6.3 mmol) p-toluenesulfonic acid monohydrate. Afterwards, the mixture is heated to reflux (110° C.) under atmospheric pressure for 1 hour and the water (both initial and formed) is azeotropically distilled out using a Dean and Stark apparatus returning the up... Starting materials: [BH3-]C#N, COC(=O)CCN, CO, CC(=O)O, ClC(Cl)Cl, [Na+], O, O=Cc1ccc(-c2cc3ncnc(Nc4ccc5[nH]ccc5c4)c3s2)cc1. Product: COC(=O)CCNCc1ccc(-c2cc3ncnc(Nc4ccc5[nH]ccc5c4)c3s2)cc1. RXN SMILES: [C:39]([BH3-:40])#[N:41].[CH3:1][O:2][C:3]([CH2:4][CH2:5][NH2:6])=[O:7].[CH3:43][OH:44].[CH3:8][C:9](=[O:10])[OH:11].[CH:45]([Cl:46])([Cl:47])[Cl:48].[Na+:42].[OH2:49].[nH:12]1[cH:13][cH:14][c:15]2[cH:16][c:17]([NH:21][c:22]3[c:23]4[c:24]([n:25][cH:26][n:27]3)[cH:28][c:29](-[c:31]3[cH:32][cH:33][c:34]([CH:35]=[O:36])[cH:37][cH:38]3)[s:30]4)[cH:18][cH:19][c:20]12>>[CH3:1][O:2][C:3]([CH2:4][CH2:5][NH:6][CH2:35][c:34]1[cH:33][cH:32][c:31](-[c:29]2[cH:28][c:24]3[c:23]([c:22]([NH:21][c:17]4[cH:16][c:15]5[cH:14][cH:13][nH:12][c:20]5[cH:19][cH:18]4)[n:27][cH:26][n:25]3)[s:30]2)[cH:38][cH:37]1)=[O:7]. Reactants: Cl.C(C)C1(CC2=CC=CC=C2C1)C1=CN=CN1 (5-(2-ethyl-2,3-dihydro-1H-inden-2-yl)-1H-imidazole hydrochloride), alpha′-dibromo-o-xylene, CC(CC=C)=O (4-penten-2-one). Product: C(=C)C1(CC2=CC=CC=C2C1)C(C)=O (1-(2,3-dihydro-2-vinyl-1H-inden-2-yl)ethanone). Reaction SMILES: Cl.[CH2:2]([C:4]1([C:13]2NC=N[CH:14]=2)[CH2:12][C:11]2[C:6](=[CH:7][CH:8]=[CH:9][CH:10]=2)[CH2:5]1)[CH3:3].CC(=[O:23])CC=C>>[CH:13]([C:4]1([C:2](=[O:23])[CH3:3])[CH2:12][C:11]2[C:6](=[CH:7][CH:8]=[CH:9][CH:10]=2)[CH2:5]1)=[CH2:14] |f:0.1|. Procedure: EP 0247764 B (ORION-YHTYMÄ OY) Feb. 12, 1987 disclosed the following process for preparation of 5-(2-ethyl-2,3-dihydro-1H-inden-2-yl)-1H-imidazole hydrochloride. The process starts by reaction of alpha, alpha′-dibromo-o-xylene with 4-penten-2-one to obtain 1-(2,3-dihydro-2-vinyl-1H-inden-2-yl)ethanone. The obtained intermediate was brominated, e.g. with bromine, methylene chloride was used as solvent and 2-bromo-1-(2,3-dihydro-2-vinyl-1H-inden-2-yl)-ethanone was obtained, which is thereafter rea... The reactants are NC=1N=C(NC1C#N)C (4-amino-2-methyl-5-imidazolecarbonitrile), C(C)(=O)O (acetic acid), CN(C=CC(=O)C1=CC(=CC=C1)C(F)(F)F)C (3-dimethylamino-3'-(trifluoromethyl)acrylophenone). Yields the product CC1=NC=2N(C(=C1)C=1C=C(C=CC1)C(F)(F)F)C=NC2C#N (2-Methyl-4-(α,α,α-trifluoro-m-tolyl)imidazo[1,5-a]pyrimidine-8-carbonitrile). Reaction SMILES: C[N:2]([CH3:17])[CH:3]=[CH:4][C:5]([C:7]1[CH:12]=[CH:11][CH:10]=[C:9]([C:13]([F:16])([F:15])[F:14])[CH:8]=1)=O.[NH2:18][C:19]1[N:20]=[C:21](C)[NH:22][C:23]=1C#N.[C:27](O)(=O)C>>[CH3:27][C:3]1[CH:4]=[C:5]([C:7]2[CH:8]=[C:9]([C:13]([F:14])([F:15])[F:16])[CH:10]=[CH:11][CH:12]=2)[N:20]2[CH:21]=[N:22][C:23]([C:19]#[N:18])=[C:17]2[N:2]=1. Procedure details: A mixture of 0.01 mole of 3-dimethylamino-3'-(trifluoromethyl)acrylophenone, 50 ml. of glacial acetic acid and 0.01 mole of 4-amino-2-methyl-5-imidazolecarbonitrile is refluxed for 5 hours. The solvent is removed under reduced pressure and the residue worked up as for Example 29 to give the product of the example. Starting materials: Cl.C(C(C)C)N([C@@H](CCCCN)C(=O)O)S(=O)(=O)C1=CC=C(C=C1)[N+](=O)[O-] (Nα-isobutyl-Nα-(4-nitrobenzenesulfonyl)-L-lysine hydrochloride), S1C(=CC=C1)S(=O)(=O)N[C@@H](CC1=CC=CC=C1)C(=O)O (Nα-(2-thiophenesulfonyl)-L-phenylalanine). The product is CC(C)CN([C@@H](CCCCNC(=O)[C@H](CC1=CC=CC=C1)NS(=O)(=O)C2=CC=CS2)C(=O)O)S(=O)(=O)C3=CC=C(C=C3)N (Nα-(4-aminobenzenesulfonyl)-Nα-isobutyl-Nε-[N′α-(2-thiophenesulfonyl)-L-phenylalanyl]-L-lysine), CC(C)CN([C@@H](CCCCNC(=O)[C@H](CC1=CC=CC=C1)NS(=O)(=O)C2=CC=CS2)C(=O)O)S(=O)(=O)C3=CC=C(C=C3)[N+](=O)[O-] (Nα-isobutyl-Nα-(4-nitrobenzenesulfonyl)-Nε-[N′α-(2-thiophenesulfonyl)-L-phenylalanyl]-L-lysine). The yield is 156.9%. Reaction SMILES: Cl.[CH2:2]([N:6]([S:16]([C:19]1[CH:24]=[CH:23][C:22]([N+:25]([O-:27])=[O:26])=[CH:21][CH:20]=1)(=[O:18])=[O:17])[C@H:7]([C:13]([OH:15])=[O:14])[CH2:8][CH2:9][CH2:10][CH2:11][NH2:12])[CH:3]([CH3:5])[CH3:4].[S:28]1[CH:32]=[CH:31][CH:30]=[C:29]1[S:33]([NH:36][C@H:37]([C:45]([OH:47])=[O:46])[CH2:38][C:39]1[CH:44]=[CH:43][CH:42]=[CH:41][CH:40]=1)(=[O:35])=[O:34]>>[CH3:4][CH:3]([CH2:2][N:6]([S:16]([C:19]1[CH:24]=[CH:23][C:22]([NH2:25])=[CH:21][CH:20]=1)(=[O:18])=[O:17])[C@H:7]([C:13]([OH:15])=[O:14])[CH2:8][CH2:9][CH2:10][CH2:11][NH:12][C:45]([C@@H:37]([NH:36][S:33]([C:29]1[S:28][CH:32]=[CH:31][CH:30]=1)(=[O:35])=[O:34])[CH2:38][C:39]1[CH:40]=[CH:41][CH:42]=[CH:43][CH:44]=1)=[O:46])[CH3:5].[CH3:5][CH:3]([CH2:2][N:6]([S:16]([C:19]1[CH:24]=[CH:23][C:22]([N+:25]([O-:27])=[O:26])=[CH:21][CH:20]=1)(=[O:18])=[O:17])[C@H:7]([C:13]([OH:15])=[O:14])[CH2:8][CH2:9][CH2:10][CH2:11][NH:12][C:45]([C@@H:37]([NH:36][S:33]([C:29]1[S:28][CH:32]=[CH:31][CH:30]=1)(=[O:34])=[O:35])[CH2:38][C:39]1[CH:40]=[CH:41][CH:42]=[CH:43][CH:44]=1)=[O:47])[CH3:4] |f:0.1|. Reported procedure: The title compound was prepared from Nα-isobutyl-Nα-(4-nitrobenzenesulfonyl)-L-lysine hydrochloride (400 mg, 1.03 mmol, example 5, step C) as described in general procedure Bc using Nα-(2-thiophenesulfonyl)-L-phenylalanine (311 mg, 1.2 mmol) which was prepared in step A of example 24. The final product was purified by preparative HPLC to yield 550 mg (80%) of Nα-isobutyl-Nα-(4-nitrobenzenesulfonyl)-Nε-[N′α-(2-thiophenesulfonyl)-L-phenylalanyl]-L-lysine. The latter derivative was hydrogenolysed f... Starting materials: [Br-], CC(C)(C)[Si](C)(C)OCc1ccc(Cl)nc1Cl, C1CCOC1, Fc1cccc(F)c1C[Zn+], c1ccc(P(c2ccccc2)(c2ccccc2)[Pd](P(c2ccccc2)(c2ccccc2)c2ccccc2)(P(c2ccccc2)(c2ccccc2)c2ccccc2)P(c2ccccc2)(c2ccccc2)c2ccccc2)cc1. Product: CC(C)(C)[Si](C)(C)OCc1ccc(Cc2c(F)cccc2F)nc1Cl. Reaction SMILES: [Br-:18].[C:1]([CH3:2])([CH3:3])([CH3:4])[Si:5]([O:6][CH2:7][c:8]1[c:9]([Cl:15])[n:10][c:11]([Cl:14])[cH:12][cH:13]1)([CH3:16])[CH3:17].[CH2:29]1[O:30][CH2:31][CH2:32][CH2:33]1.[F:19][c:20]1[c:21]([CH2:22][Zn+:23])[c:24]([F:28])[cH:25][cH:26][cH:27]1.[cH:34]1[cH:35][cH:36][c:37]([P:38]([Pd:39]([P:40]([c:41]2[cH:42][cH:43][cH:44][cH:45][cH:46]2)([c:47]2[cH:48][cH:49][cH:50][cH:51][cH:52]2)[c:53]2[cH:54][cH:55][cH:56][cH:57][cH:58]2)([P:59]([c:60]2[cH:61][cH:62][cH:63][cH:64][cH:65]2)([c:66]2[cH:67][cH:68][cH:69][cH:70][cH:71]2)[c:72]2[cH:73][cH:74][cH:75][cH:76][cH:77]2)[P:78]([c:79]2[cH:80][cH:81][cH:82][cH:83][cH:84]2)([c:85]2[cH:86][cH:87][cH:88][cH:89][cH:90]2)[c:91]2[cH:92][cH:93][cH:94][cH:95][cH:96]2)([c:97]2[cH:98][cH:99][cH:100][cH:101][cH:102]2)[c:103]2[cH:104][cH:105][cH:106][cH:107][cH:108]2)[cH:109][cH:110]1>>[C:1]([CH3:2])([CH3:3])([CH3:4])[Si:5]([O:6][CH2:7][c:8]1[c:9]([Cl:15])[n:10][c:11]([CH2:22][c:21]2[c:20]([F:19])[cH:27][cH:26][cH:25][c:24]2[F:28])[cH:12][cH:13]1)([CH3:16])[CH3:17].